The task is: describe an organic reaction: reactants, conditions, products, and yield. This data is from the Open Reaction Database (ORD), a public repository of structured organic reaction records. Reactants: S1C=CC=C1 (thiophene), O (water), ClC(C=O)(Cl)Cl (trichloroacetaldehyde). The reagents and catalysts are [Ti](Cl)(Cl)(Cl)Cl (titanium tetrachloride), CC([O-])C.CC([O-])C.CC([O-])C.CC([O-])C.[Ti+4] (titanium tetraisopropoxide). The solvent is C(Cl)Cl (methylene chloride), C(Cl)Cl (methylene chloride). Reaction conditions: time 10 minute. Product: C(C)(C)[O-].ClC(C=O)(Cl)Cl (trichloroacetaldehyde isopropyl alcoholate). RXN SMILES: S1C=[CH:4][CH:3]=[CH:2]1.[Cl:6][C:7]([Cl:11])([Cl:10])[CH:8]=[O:9].O>[Ti](Cl)(Cl)(Cl)Cl.CC(C)[O-].CC(C)[O-].CC(C)[O-].CC(C)[O-].[Ti+4].C(Cl)Cl>[CH:3]([O-:9])([CH3:4])[CH3:2].[Cl:6][C:7]([Cl:11])([Cl:10])[CH:8]=[O:9] |f:4.5.6.7.8,10.11|. Reported procedure: To a solution of titanium tetrachloride in methylene chloride (1 molar concentration; 30 ml, 30 mmol), titanium tetraisopropoxide (4.26 g, 15 mmol) was added under an argon atmosphere with stirring and under water cooling. After 10 min., thiophene (2.52 g, 30 mmol) was added and then trichloroacetaldehyde (8.82 g, 60 mmol) was added dropwise during 10 min. with stirring and under ice-water cooling. After the addition was completed, stirring was continued for further 10 min., and then water and m... Reactants: COCCNCCCNCCOC (N,N'-bis(methoxyethyl)-1,3-propanediamine), FC1=CC=C(CCl)C=C1 (p-fluorobenzyl chloride). Solvent: C(C)O (ethanol), C(C)O (ethanol). Conditions: time 5 hour. Yields the product FC1=CC=C(CN(CCCNCCOC)CCOC)C=C1 (N-(p-Fluorobenzyl)-N,N'-bis(2-methoxyethyl)-1,3-propanediamine). The yield is 40.4%. Reaction SMILES: [CH3:1][O:2][CH2:3][CH2:4][NH:5][CH2:6][CH2:7][CH2:8][NH:9][CH2:10][CH2:11][O:12][CH3:13].[F:14][C:15]1[CH:22]=[CH:21][C:18]([CH2:19]Cl)=[CH:17][CH:16]=1>C(O)C>[F:14][C:15]1[CH:22]=[CH:21][C:18]([CH2:19][N:9]([CH2:10][CH2:11][O:12][CH3:13])[CH2:8][CH2:7][CH2:6][NH:5][CH2:4][CH2:3][O:2][CH3:1])=[CH:17][CH:16]=1. Procedure details: To a solution of N,N'-bis(methoxyethyl)-1,3-propanediamine (4.5 g, 23.9 mmol) in ethanol (100 ml) was added under ice-cooling a solution of p-fluorobenzyl chloride (2.8 g, 19.1 mmol) in ethanol (50 ml) and the mixture was stirred at room temperature for 5 hours. The solvent was distilled off under reduced pressure and the resulting white oily substance was subjected to silica gel chromatography to obtain 2.3 g of the title compound as a colorless oily substance from the fraction from methylene c... Reactants: CO, N#Cc1c(Cl)n(C2OC(CO)C(O)C2O)c2cc(Cl)c(Cl)cc12, CN(C)C=O. Product: COC(=N)c1c(Cl)n(C2OC(CO)C(O)C2O)c2cc(Cl)c(Cl)cc12. As a reaction SMILES: [CH3:24][OH:25].[Cl:1][c:2]1[n:3]([CH:15]2[CH:16]([OH:17])[CH:18]([OH:19])[CH:20]([CH2:22][OH:23])[O:21]2)[c:4]2[cH:5][c:6]([Cl:14])[c:7]([Cl:13])[cH:8][c:9]2[c:10]1[C:11]#[N:12].[O:26]=[CH:27][N:28]([CH3:29])[CH3:30]>>[Cl:1][c:2]1[n:3]([CH:15]2[CH:16]([OH:17])[CH:18]([OH:19])[CH:20]([CH2:22][OH:23])[O:21]2)[c:4]2[cH:5][c:6]([Cl:14])[c:7]([Cl:13])[cH:8][c:9]2[c:10]1[C:11](=[NH:12])[O:25][CH3:24]. Starting materials: CCOC(=O)CNC(=O)c1cn2nc(Cl)ccc2n1, CCN(C(C)C)C(C)C, CN1CCCC1=O, O, NCCCN1CCC(OC(c2ccccc2)c2ccccc2)CC1. Product: CCOC(=O)CNC(=O)c1cn2nc(NCCCN3CCC(OC(c4ccccc4)c4ccccc4)CC3)ccc2n1. Reaction SMILES: [CH2:25]([CH3:26])[O:27][C:28]([CH2:29][NH:30][C:31](=[O:32])[c:33]1[n:34][c:35]2[n:36]([n:37][c:38]([Cl:41])[cH:39][cH:40]2)[cH:42]1)=[O:43].[CH2:44]([N:45]([CH:46]([CH3:47])[CH3:48])[CH:49]([CH3:50])[CH3:51])[CH3:52].[CH3:54][N:55]1[CH2:56][CH2:57][CH2:58][C:59]1=[O:60].[OH2:53].[c:1]1([CH:7]([O:8][CH:9]2[CH2:10][CH2:11][N:12]([CH2:15][CH2:16][CH2:17][NH2:18])[CH2:13][CH2:14]2)[c:19]2[cH:20][cH:21][cH:22][cH:23][cH:24]2)[cH:2][cH:3][cH:4][cH:5][cH:6]1>>[c:1]1([CH:7]([O:8][CH:9]2[CH2:10][CH2:11][N:12]([CH2:15][CH2:16][CH2:17][NH:18][c:38]3[n:37][n:36]4[c:35]([n:34][c:33]([C:31]([NH:30][CH2:29][C:28]([O:27][CH2:25][CH3:26])=[O:43])=[O:32])[cH:42]4)[cH:40][cH:39]3)[CH2:13][CH2:14]2)[c:19]2[cH:20][cH:21][cH:22][cH:23][cH:24]2)[cH:2][cH:3][cH:4][cH:5][cH:6]1. Starting materials: CCOC(C)=O, O=C(Cl)OC(Cl)(Cl)Cl, COC(=O)C=C(COc1cc(N)c(F)cc1Cl)OC. The product is COC(=O)C=C(COc1cc(N=C=O)c(F)cc1Cl)OC. RXN SMILES: [CH3:28][CH2:29][O:30][C:31](=[O:32])[CH3:33].[Cl:1][C:2](=[O:3])[O:4][C:5]([Cl:6])([Cl:7])[Cl:8].[NH2:9][c:10]1[c:11]([F:27])[cH:12][c:13]([Cl:26])[c:14]([O:15][CH2:16][C:17](=[CH:18][C:19](=[O:20])[O:21][CH3:22])[O:23][CH3:24])[cH:25]1>>[C:2](=[O:3])=[N:9][c:10]1[c:11]([F:27])[cH:12][c:13]([Cl:26])[c:14]([O:15][CH2:16][C:17](=[CH:18][C:19](=[O:20])[O:21][CH3:22])[O:23][CH3:24])[cH:25]1.